This data is from the Open Reaction Database (ORD), a public repository of structured organic reaction records. The task is: describe an organic reaction: reactants, conditions, products, and yield The reactants are CC(=O)O, CCO, CCOC(C)=O, CCOC(=O)C1=C(NC(C)c2ccccc2)CCC2(C1)OCCO2. The product is CCOC(=O)C1CC2(CCC1NC(C)c1ccccc1)OCCO2. RXN SMILES: [CH3:1][C:2](=[O:3])[OH:4].[CH3:29][CH2:30][OH:31].[CH3:32][CH2:33][O:34][C:35]([CH3:36])=[O:37].[c:5]1([CH:11]([CH3:12])[NH:13][C:14]2=[C:15]([C:24](=[O:25])[O:26][CH2:27][CH3:28])[CH2:16][C:17]3([O:18][CH2:19][CH2:20][O:21]3)[CH2:22][CH2:23]2)[cH:6][cH:7][cH:8][cH:9][cH:10]1>>[c:5]1([CH:11]([CH3:12])[NH:13][CH:14]2[CH:15]([C:24](=[O:25])[O:26][CH2:27][CH3:28])[CH2:16][C:17]3([O:18][CH2:19][CH2:20][O:21]3)[CH2:22][CH2:23]2)[cH:6][cH:7][cH:8][cH:9][cH:10]1. Starting materials: FS(=O)(=O)C(C(=O)O[Si](C)(C)C)(F)F (trimethylsilyl 2-fluorosulfonyl-2,2-difluoroacetate), BrC=1C(=CC2=C(C(=C(O2)C=C)C(=O)NC)C1)N(S(=O)(=O)C)C (5-bromo-N-methyl-6-(N-methylmethylsulfonamido)-2-vinylbenzofuran-3-carboxamide), [F-].[Na+] (NaF). The solvent is C1(=CC=CC=C1)C (toluene), COCCOCCOC (diglyme). Run at temperature 120 celsius, time 2 hour. The product is BrC=1C(=CC2=C(C(=C(O2)C2C(C2)(F)F)C(=O)NC)C1)N(S(=O)(=O)C)C (5-bromo-2-(2,2-difluorocyclopropyl)-N-methyl-6-(N-methylmethylsulfonamido)benzofuran-3-carboxamide). Isolated yield 22.9%. RXN SMILES: FS([C:5]([F:14])([F:13])[C:6](O[Si](C)(C)C)=O)(=O)=O.[Br:15][C:16]1[C:17]([N:31]([CH3:36])[S:32]([CH3:35])(=[O:34])=[O:33])=[CH:18][C:19]2[O:23][C:22]([CH:24]=C)=[C:21]([C:26]([NH:28][CH3:29])=[O:27])[C:20]=2[CH:30]=1.[F-].[Na+]>C1(C)C=CC=CC=1.COCCOCCOC>[Br:15][C:16]1[C:17]([N:31]([CH3:36])[S:32]([CH3:35])(=[O:33])=[O:34])=[CH:18][C:19]2[O:23][C:22]([CH:24]3[CH2:6][C:5]3([F:13])[F:14])=[C:21]([C:26]([NH:28][CH3:29])=[O:27])[C:20]=2[CH:30]=1 |f:2.3|. Procedure details: A solution of trimethylsilyl 2-fluorosulfonyl-2,2-difluoroacetate (31 mg, 0.12 mmol) in toluene (0.5 mL) was added dropwise to a solution of 5-bromo-N-methyl-6-(N-methylmethylsulfonamido)-2-vinylbenzofuran-3-carboxamide (30 mg, 0.07 mmol) and NaF (1 mg, 0.02 mmol) in diglyme (1 mL) at 120° C. over 15 min. The mixture was then stirred at 120° C. for 2 h. The mixture was concentrated in vacuum and the residue was purified by prep-TLC (PE:EA=1:1) to give the product of 5-bromo-2-(2,2-difluorocyclop... Reactants: CC(=O)O[BH-](OC(C)=O)OC(C)=O, Cc1ccc(C(=O)NC2CC2)cc1-c1ccc2c(=O)n(Cc3ccccc3)cc(C=O)c2c1, C1CCNC1, ClCCl, [Na+]. Product: Cc1ccc(C(=O)NC2CC2)cc1-c1ccc2c(=O)n(Cc3ccccc3)cc(CN3CCCC3)c2c1. RXN SMILES: [C:39]([O:40][BH-:41]([O:42][C:43](=[O:44])[CH3:45])[O:46][C:47](=[O:48])[CH3:49])(=[O:50])[CH3:51].[CH2:1]([c:2]1[cH:3][cH:4][cH:5][cH:6][cH:7]1)[n:8]1[c:9](=[O:33])[c:10]2[cH:11][cH:12][c:13](-[c:20]3[cH:21][c:22]([C:23](=[O:24])[NH:25][CH:26]4[CH2:27][CH2:28]4)[cH:29][cH:30][c:31]3[CH3:32])[cH:14][c:15]2[c:16]([CH:18]=[O:19])[cH:17]1.[CH2:34]1[CH2:35][CH2:36][NH:37][CH2:38]1.[Cl:53][CH2:54][Cl:55].[Na+:52]>>[CH2:1]([c:2]1[cH:3][cH:4][cH:5][cH:6][cH:7]1)[n:8]1[c:9](=[O:33])[c:10]2[cH:11][cH:12][c:13](-[c:20]3[cH:21][c:22]([C:23](=[O:24])[NH:25][CH:26]4[CH2:27][CH2:28]4)[cH:29][cH:30][c:31]3[CH3:32])[cH:14][c:15]2[c:16]([CH2:18][N:37]2[CH2:36][CH2:35][CH2:34][CH2:38]2)[cH:17]1. Reactants: C1CCOC1, COC(=O)c1cc(Cl)ccc1NC(=O)COCC(=O)N1CCN(c2ccc(Cl)cc2)CC1, [Na+], [OH-]. Yields the product O=C(COCC(=O)N1CCN(c2ccc(Cl)cc2)CC1)Nc1ccc(Cl)cc1C(=O)[O-], [Na+]. As a reaction SMILES: [CH2:35]1[O:36][CH2:37][CH2:38][CH2:39]1.[Cl:1][c:2]1[cH:3][cH:4][c:5]([NH:12][C:13]([CH2:14][O:15][CH2:16][C:17](=[O:18])[N:19]2[CH2:20][CH2:21][N:22]([c:25]3[cH:26][cH:27][c:28]([Cl:31])[cH:29][cH:30]3)[CH2:23][CH2:24]2)=[O:32])[c:6]([C:7](=[O:8])[O:9][CH3:10])[cH:11]1.[Na+:34].[OH-:33]>>[Cl:1][c:2]1[cH:3][cH:4][c:5]([NH:12][C:13]([CH2:14][O:15][CH2:16][C:17](=[O:18])[N:19]2[CH2:20][CH2:21][N:22]([c:25]3[cH:26][cH:27][c:28]([Cl:31])[cH:29][cH:30]3)[CH2:23][CH2:24]2)=[O:32])[c:6]([C:7](=[O:8])[O-:9])[cH:11]1.[Na+:34]. Reactants: resultant mixture, ClC1=CC=C(OCC(=O)N2C[C@H](N[C@H](C2)C)C)C=C1 ((cis)-1-((4-chlorophenoxy)methyl)carbonyl-3,5-dimethylpiperazine), FC1=CC=C(CBr)C=C1 (4-fluorobenzyl-bromide), C(C)(C)N(CC)C(C)C (diisopropylethylamine), [I-].[Na+] (sodium iodide). Run in C1CCOC1 (THF), CCOCC (ether). Product: ClC1=CC=C(OCC(=O)N2C[C@H](N([C@H](C2)C)CC2=CC=C(C=C2)F)C)C=C1 ((cis)-1-((4-chlorophenoxy)methyl)carbonyl-3,5-dimethyl-4-(4-fluorobenzyl)piperazine). Yield: 61.3%. RXN SMILES: [Cl:1][C:2]1[CH:19]=[CH:18][C:5]([O:6][CH2:7][C:8]([N:10]2[CH2:15][C@H:14]([CH3:16])[NH:13][C@H:12]([CH3:17])[CH2:11]2)=[O:9])=[CH:4][CH:3]=1.[F:20][C:21]1[CH:28]=[CH:27][C:24]([CH2:25]Br)=[CH:23][CH:22]=1.C(N(C(C)C)CC)(C)C.[I-].[Na+]>C1COCC1.CCOCC>[Cl:1][C:2]1[CH:3]=[CH:4][C:5]([O:6][CH2:7][C:8]([N:10]2[CH2:11][C@H:12]([CH3:17])[N:13]([CH2:25][C:24]3[CH:27]=[CH:28][C:21]([F:20])=[CH:22][CH:23]=3)[C@H:14]([CH3:16])[CH2:15]2)=[O:9])=[CH:18][CH:19]=1 |f:3.4|. Procedure details: To a solution of (cis)-1-((4-chlorophenoxy)methyl)carbonyl-3,5-dimethylpiperazine (0.20 g, 0.71 mmol) in anhydrous THF (2 mL) was added 4-fluorobenzyl-bromide (0.11 mL, 0.85 mmol), diisopropylethylamine (0.15 mL, 0.85 mmol) and sodium iodide (0.042 g, 0.28 mmol). The resultant mixture was stirred at ambient temperature for 2 days. At that time the mixture was poured into ether and washed with 5% aqueous NaHCO3 solution, then brine. The organic layer was dried over MgSO4, filtered, and concentrat... Starting materials: CCO, COC(=O)c1ccc2c(c1)N(C(=O)c1ccc(C3CCCCC3)cc1)Cc1ccc(C(=O)N3CCN(C)CC3)n1C2, Cl, [Na+], [OH-]. The product is CN1CCN(C(=O)c2ccc3n2Cc2ccc(C(=O)O)cc2N(C(=O)c2ccc(C4CCCCC4)cc2)C3)CC1. Reaction SMILES: [CH3:45][CH2:46][OH:47].[CH:1]1([c:7]2[cH:8][cH:9][c:10]([C:11](=[O:12])[N:13]3[CH2:14][c:15]4[n:16]([c:28]([C:31](=[O:32])[N:33]5[CH2:34][CH2:35][N:36]([CH3:39])[CH2:37][CH2:38]5)[cH:29][cH:30]4)[CH2:17][c:18]4[c:19]3[cH:20][c:21]([C:24](=[O:25])[O:26][CH3:27])[cH:22][cH:23]4)[cH:40][cH:41]2)[CH2:2][CH2:3][CH2:4][CH2:5][CH2:6]1.[ClH:44].[Na+:43].[OH-:42]>>[CH:1]1([c:7]2[cH:8][cH:9][c:10]([C:11](=[O:12])[N:13]3[CH2:14][c:15]4[n:16]([c:28]([C:31](=[O:32])[N:33]5[CH2:34][CH2:35][N:36]([CH3:39])[CH2:37][CH2:38]5)[cH:29][cH:30]4)[CH2:17][c:18]4[c:19]3[cH:20][c:21]([C:24](=[O:25])[OH:26])[cH:22][cH:23]4)[cH:40][cH:41]2)[CH2:2][CH2:3][CH2:4][CH2:5][CH2:6]1. The reactants are CCOC(C)=O, CCCCCC, CCCC=Cc1c(C(C)C)nc(C(C)C)c(C(=O)OCC)c1-c1cccc(C)c1. Yields the product CCCC=Cc1c(C(C)C)nc(C(C)C)c(CO)c1-c1cccc(C)c1. Reaction SMILES: [C:36]([O:37][CH2:38][CH3:39])(=[O:40])[CH3:41].[CH3:30][CH2:31][CH2:32][CH2:33][CH2:34][CH3:35].[CH:1]([CH3:2])([CH3:3])[c:4]1[n:5][c:6]([CH:27]([CH3:28])[CH3:29])[c:7]([CH:22]=[CH:23][CH2:24][CH2:25][CH3:26])[c:8](-[c:15]2[cH:16][c:17]([CH3:21])[cH:18][cH:19][cH:20]2)[c:9]1[C:10](=[O:11])[O:12][CH2:13][CH3:14]>>[CH:1]([CH3:2])([CH3:3])[c:4]1[n:5][c:6]([CH:27]([CH3:28])[CH3:29])[c:7]([CH:22]=[CH:23][CH2:24][CH2:25][CH3:26])[c:8](-[c:15]2[cH:16][c:17]([CH3:21])[cH:18][cH:19][cH:20]2)[c:9]1[CH2:10][OH:11].